From a dataset of the Open Reaction Database (ORD), a public repository of structured organic reaction records. describe an organic reaction: reactants, conditions, products, and yield Reactants: C(C)(=O)OC(C)=O (acetic anhydride), CSC1=C(C=C(C=C1)OC1=CC=C(C=C1)NC(C)=O)C (4-(4-acetamidophenoxy)-2-methylphenyl methyl sulphide), [OH-].[Na+] (sodium hydroxide), O (water). The solvent is C(C)O (ethanol). Reaction conditions: time 10 minute. The product is CSC1=CC(=C(C=C1)OC1=CC=C(C=C1)NC(C)=O)C (4-(4-acetamidophenoxy)-3-methylphenyl methyl sulphide). As a reaction SMILES: [C:1](OC(=O)C)(=O)C.[OH-].[Na+].O.[CH3:11][S:12][C:13]1[CH:18]=[CH:17][C:16]([O:19][C:20]2[CH:25]=[CH:24][C:23]([NH:26][C:27](=[O:29])[CH3:28])=[CH:22][CH:21]=2)=[CH:15][C:14]=1C>C(O)C>[CH3:11][S:12][C:13]1[CH:14]=[CH:15][C:16]([O:19][C:20]2[CH:21]=[CH:22][C:23]([NH:26][C:27](=[O:29])[CH3:28])=[CH:24][CH:25]=2)=[C:17]([CH3:1])[CH:18]=1 |f:1.2|. Procedure: This solid was dissolved in ethanol and treated with first excess of acetic anhydride, and then, with stirring, with dilute aqueous sodium hydroxide solution until strongly alkaline. After about 10 minutes, the reaction was treated with water to faint turbidity and left to stand. Platelets of the product 4-(4-acetamidophenoxy)-2-methylphenyl methyl sulphide, come out of solution slowly, melting point 99.6° to 101° C. On recrystallisation from ethanol-water, analytical samples were obtained melti... Starting materials: Cl.N1=CC(=CC=C1)CC(=O)O (pyridin-3-yl-acetic acid hydrochloride salt), [B-](F)(F)(F)F.CN(C)C(=[N+](C)C)ON1C(=O)CCC1=O (N,N,N′,N′-tetramethyl-O—(N-succinimidyl)uronium tetrafluoroborate), C(C)(C)N(C(C)C)CC (N,N-diisopropylethylamine), ClC=1C=C(C=C(C1OC1=NN(C(C(=C1)C(C)C)=O)CO)Cl)N1N=C(C(NC1=O)=O)C#N (2-[3,5-dichloro-4-(1-hydroxymethyl-5-isopropyl-6-oxo-1,6-dihydro-pyridazin-3-yloxy)-phenyl]-3,5-dioxo-2,3,4,5-tetrahydro-[1,2,4]triazine-6-carbonitrile). As a reaction SMILES: Cl.[N:2]1[CH:7]=[CH:6][CH:5]=[C:4]([CH2:8][C:9]([OH:11])=[O:10])[CH:3]=1.[B-](F)(F)(F)F.CN(C(ON1C(=O)CCC1=O)=[N+](C)C)C.C(N(CC)C(C)C)(C)C.[Cl:41][C:42]1[CH:43]=[C:44]([N:62]2[C:67](=[O:68])[NH:66][C:65](=[O:69])[C:64]([C:70]#[N:71])=[N:63]2)[CH:45]=[C:46]([Cl:61])[C:47]=1[O:48][C:49]1[CH:54]=[C:53]([CH:55]([CH3:57])[CH3:56])[C:52](=[O:58])[N:51]([CH2:59]O)[N:50]=1>C(Cl)Cl>[Cl:61][C:46]1[CH:45]=[C:44]([N:62]2[C:67](=[O:68])[NH:66][C:65](=[O:69])[C:64]([C:70]#[N:71])=[N:63]2)[CH:43]=[C:42]([Cl:41])[C:47]=1[O:48][C:49]1[CH:54]=[C:53]([CH:55]([CH3:56])[CH3:57])[C:52](=[O:58])[N:51]([CH2:59][O:10][C:9](=[O:11])[CH2:8][C:4]2[CH:3]=[N:2][CH:7]=[CH:6][CH:5]=2)[N:50]=1 |f:0.1,2.3|. Conditions: temperature 25 celsius, time 2.5 hour. Yields the product ClC1=C(OC2=NN(C(C(=C2)C(C)C)=O)COC(CC=2C=NC=CC2)=O)C(=CC(=C1)N1N=C(C(NC1=O)=O)C#N)Cl (pyridin-3-yl-acetic acid 3-[2,6-dichloro-4-(6-cyano-3,5-dioxo-4,5-dihydro-3H-[1,2,4]triazin-2-yl)-phenoxy]-5-isopropyl-6-oxo-6H-pyridazin-1-ylmethyl ester). Yield: 22.4%. Reported procedure: A solution of pyridin-3-yl-acetic acid hydrochloride salt (57.3 mg, 0.33 mmol) in methylene chloride (1.84 mL) was treated with N,N,N′,N′-tetramethyl-O—(N-succinimidyl)uronium tetrafluoroborate (119 mg, 0.39 mmol) and N,N-diisopropylethylamine (0.17 mL, 0.99 mmol). The resulting solution was stirred at 25° C. for 2.5 h. At this time, 2-[3,5-dichloro-4-(1-hydroxymethyl-5-isopropyl-6-oxo-1,6-dihydro-pyridazin-3-yloxy)-phenyl]-3,5-dioxo-2,3,4,5-tetrahydro-[1,2,4]triazine-6-carbonitrile (200 mg, 0.4... The solvent is C(Cl)Cl (methylene chloride), C(Cl)Cl (methylene chloride). The reactants are Cl (HCl), OC1=C(C=CC=C1)C(CC)=O (2'-Hydroxypropiophenone), C(C(=O)OCC)(=O)OCC (diethyl oxalate), [O-]CC.[Na+] (sodium ethoxide). The solvent is C(C)O (ethanol), O (water), C(C)(=O)O (acetic acid). Conditions: time 10 minute. The product is CC1=C(OC2=C(C1=O)C=CC=C2)C(=O)O (3-methyl-4-oxo-4H-1-benzopyran-2-carboxylic acid). Isolated yield 12.8%. Reaction SMILES: [OH:1][C:2]1[CH:7]=[CH:6][CH:5]=[CH:4][C:3]=1[C:8](=[O:11])[CH2:9][CH3:10].[C:12](OCC)(=O)[C:13]([O:15]CC)=[O:14].[O-]CC.[Na+].Cl>C(O)C.C(O)(=O)C.O>[CH3:10][C:9]1[C:8](=[O:11])[C:3]2[CH:4]=[CH:5][CH:6]=[CH:7][C:2]=2[O:1][C:12]=1[C:13]([OH:15])=[O:14] |f:2.3|. Reported procedure: 2'-Hydroxypropiophenone (15.02 g) and diethyl oxalate (17.54 g) were added to a solution of sodium ethoxide in ethanol (prepared from 6.90 g of sodium and 200 ml of ethanol), and the mixture was heated for 2.5 hours while refluxing. The mixture was cooled, poured over 2N HCl (320 ml) and extracted with ethyl acetate. The ethyl acetate layer was washed with water and dried (MgSO4), after which the solvent was distilled off. The residue was subjected to silica gel column chromatography and eluted ... The product is C[C@H]1C(NC(N1CC(=O)NC=1C2=CC=CC=C2N=C2CCCCC12)=O)=O (2-((S)-5-methyl-2,4-dioxoimidazolidin-1-yl)-N-(1,2,3,4- tetrahydroacridin-9-yl )acetamide). Isolated yield 63.1%. The solvent is CN1C(CCC1)=O (N-methylpyrrolidone). Reported procedure: In 9 ml of N-methylpyrrolidone, was dissolved 3.9 g of the compound obtained in Example 38, and 2.64 g of urea was further added thereto. The reaction was carried out at 160° C. for one hour. The reaction mixture was cooled to 80° C. and 100 ml of water was added. The precipitated crystals were collected by filtration and dissolved in a mixture of 5 ml of methanol and 150 ml of chloroform. The solution was dried over anhydrous sodium sulfate and evaporated to dryness. The obtained product was re... As a reaction SMILES: C(O[C:4](=[O:26])[C@H:5]([CH3:25])[NH:6][CH2:7][C:8]([NH:10][C:11]1[C:12]2[C:17]([N:18]=[C:19]3[C:24]=1[CH2:23][CH2:22][CH2:21][CH2:20]3)=[CH:16][CH:15]=[CH:14][CH:13]=2)=[O:9])C.[NH2:27][C:28](N)=[O:29].O>CN1CCCC1=O>[CH3:25][C@@H:5]1[N:6]([CH2:7][C:8]([NH:10][C:11]2[C:12]3[C:17]([N:18]=[C:19]4[C:24]=2[CH2:23][CH2:22][CH2:21][CH2:20]4)=[CH:16][CH:15]=[CH:14][CH:13]=3)=[O:9])[C:28](=[O:29])[NH:27][C:4]1=[O:26]. Starting materials: C(C)OC([C@@H](NCC(=O)NC=1C2=CC=CC=C2N=C2CCCCC12)C)=O (N-[(1,2,3,4-tetrahydroacridin-9-yl)aminocarbonylmethyl]-L-alanine ethyl ester), NC(=O)N (urea), O (water). Conditions: temperature 80 celsius, time 1 hour. Reactants: O=S(CCC1=CC=CC=C1)(N)=O, OB(O)C1=CC=C(OC)C=C1. Reagents/catalysts: [F-].[Cs+], CC(=O)[O-].CC(=O)[O-].[Cu+2]. The solvent is ClCCCl, ClCCCl. Conditions: temperature 60 celsius, time 18 hour. Product: O=S(CCC1=CC=CC=C1)(NC2=CC=C(OC)C=C2)=O, O=S(CCC1=CC=CC=C1)(N(C2=CC=C(OC)C=C2)C3=CC=C(OC)C=C3)=O. Isolated yield 11.3%. Procedure: Reactions were run in 8 x 30 mm glass vial inserts in 96 well-plate Para-dox Aluminum Reaction Blocks. The reaction components were dosed according to the design shown in Figure S2 and Figure S3. First, the catalysts (2 umol per vial) and solid bases (20 umol per vial) were added by dosing 50 uL each of a stock solution in 1,2-dichloroethane (40 mM for catalysts, 0.4 M for bases) via single-channel pipette. The 1,2-dichloroethane was then removed via centrifugal evaporation using a Genevac EZ-2 ... Product: Cc1ccc(NC(=O)c2cccc(C(C)(C)C#N)c2)cc1O. The reactants are CC(C)(C#N)c1cccc(C(=O)Cl)c1, Cc1ccc(N)cc1O, [Na+], C1CCOC1, O, O=C([O-])O. Reaction SMILES: [C:15](#[N:16])[C:17]([CH3:18])([CH3:19])[c:20]1[cH:21][c:22]([C:23](=[O:24])[Cl:25])[cH:26][cH:27][cH:28]1.[NH2:1][c:2]1[cH:3][cH:4][c:5]([CH3:9])[c:6]([OH:8])[cH:7]1.[Na+:10].[O:29]1[CH2:30][CH2:31][CH2:32][CH2:33]1.[OH2:34].[OH:11][C:12](=[O:13])[O-:14]>>[NH:1]([c:2]1[cH:3][cH:4][c:5]([CH3:9])[c:6]([OH:8])[cH:7]1)[C:23]([c:22]1[cH:21][c:20]([C:17]([C:15]#[N:16])([CH3:18])[CH3:19])[cH:28][cH:27][cH:26]1)=[O:24].